From a dataset of the Open Reaction Database (ORD), a public repository of structured organic reaction records. describe an organic reaction: reactants, conditions, products, and yield Reactants: Br, CCCCOc1nccc2nc(NCc3ccccc3)c3ccncc3c12. The product is O=c1[nH]ccc2nc(NCc3ccccc3)c3ccncc3c12. As a reaction SMILES: [BrH:28].[CH2:1]([c:2]1[cH:3][cH:4][cH:5][cH:6][cH:7]1)[NH:8][c:9]1[n:10][c:11]2[cH:12][cH:13][n:14][c:15]([O:23][CH2:24][CH2:25][CH2:26][CH3:27])[c:16]2[c:17]2[c:18]1[cH:19][cH:20][n:21][cH:22]2>>[CH2:1]([c:2]1[cH:3][cH:4][cH:5][cH:6][cH:7]1)[NH:8][c:9]1[n:10][c:11]2[cH:12][cH:13][nH:14][c:15](=[O:23])[c:16]2[c:17]2[c:18]1[cH:19][cH:20][n:21][cH:22]2. The reactants are C1(=CC=CC=C1)C(CNC1=C2N=CN(C2=NC(=N1)NN)[C@H]1[C@@H]([C@@H]([C@H](C1)NC(CC)=O)O)O)C1=CC=CC=C1 (N-{(1S,2R,3S,4R)-4-[6-(2,2-Diphenyl-ethylamino)-2-hydrazino-purin-9-yl]-2,3-dihydroxy-cyclopentyl}-propionamide), C1(CCCCC1)C=O (cyclohexane carboxaldehyde). Run in CO (methanol). Product: C1(CCCCC1)C=NNC1=NC(=C2N=CN(C2=N1)[C@H]1[C@@H]([C@@H]([C@H](C1)NC(CC)=O)O)O)NCC(C1=CC=CC=C1)C1=CC=CC=C1 (N-{(1S,2R,3S,4R)-4-[2-{N′-[1-Cyclohexyl-methylidene]-hydrazino}-6-(2,2-diphenyl-ethylamino)-purin-9-yl]-2,3-dihydroxy-cyclopentyl}-propionamide). RXN SMILES: [C:1]1([CH:7]([C:33]2[CH:38]=[CH:37][CH:36]=[CH:35][CH:34]=2)[CH2:8][NH:9][C:10]2[N:18]=[C:17]([NH:19][NH2:20])[N:16]=[C:15]3[C:11]=2[N:12]=[CH:13][N:14]3[C@@H:21]2[CH2:25][C@H:24]([NH:26][C:27](=[O:30])[CH2:28][CH3:29])[C@@H:23]([OH:31])[C@H:22]2[OH:32])[CH:6]=[CH:5][CH:4]=[CH:3][CH:2]=1.[CH:39]1([CH:45]=O)[CH2:44][CH2:43][CH2:42][CH2:41][CH2:40]1>CO>[CH:39]1([CH:45]=[N:20][NH:19][C:17]2[N:16]=[C:15]3[C:11]([N:12]=[CH:13][N:14]3[C@@H:21]3[CH2:25][C@H:24]([NH:26][C:27](=[O:30])[CH2:28][CH3:29])[C@@H:23]([OH:31])[C@H:22]3[OH:32])=[C:10]([NH:9][CH2:8][CH:7]([C:1]3[CH:2]=[CH:3][CH:4]=[CH:5][CH:6]=3)[C:33]3[CH:38]=[CH:37][CH:36]=[CH:35][CH:34]=3)[N:18]=2)[CH2:44][CH2:43][CH2:42][CH2:41][CH2:40]1. Procedure: To a solution of N-{4-[6-(2,2-diphenyl-ethylamino)-2-hydrazino-purin-9-yl]-2,3-dihydroxy-cyclopentyl}-propionamide (step 1) (0.1 g, 0.19 mmol) in dry methanol (5 ml) is added cyclohexane carboxaldehyde (0.026 g, 0.23 mmol). The reaction mixture is heated at reflux for 12 h. The reaction mixture is concentrated in vacuo purification by preparative TLC affords the title compound. LC-MS (0.1% formic acid, acetonitrile): (MH+ 611.45) The reactants are FC(C(=O)O)(F)F (Trifluoroacetic acid), O=C1N(CCCC1(C1=CC=CC=C1)C1=CC=CC=C1)CC(=O)N(C1=CC=C(C=C1)C(F)(F)F)C1CCN(CC1)C(=O)OC(C)(C)C (tert-butyl 4-(2-(2-oxo-3,3-diphenylpiperidin-1-yl)-N-(4-(trifluoromethyl)phenyl)acetamido)piperidine-1-carboxylate). The solvent is C(Cl)Cl (CH2Cl2), C(Cl)Cl (CH2Cl2). Conditions: time 1 hour. Product: O=C1N(CCCC1(C1=CC=CC=C1)C1=CC=CC=C1)CC(=O)N(C1=CC=C(C=C1)C(F)(F)F)C1CCNCC1 (2-(2-oxo-3,3-diphenylpiperidin-1-yl)-N-piperidin-4-yl-N-[4-(trifluoromethyl)phenyl]acetamide). As a reaction SMILES: FC(F)(F)C(O)=O.[O:8]=[C:9]1[C:14]([C:21]2[CH:26]=[CH:25][CH:24]=[CH:23][CH:22]=2)([C:15]2[CH:20]=[CH:19][CH:18]=[CH:17][CH:16]=2)[CH2:13][CH2:12][CH2:11][N:10]1[CH2:27][C:28]([N:30]([CH:41]1[CH2:46][CH2:45][N:44](C(OC(C)(C)C)=O)[CH2:43][CH2:42]1)[C:31]1[CH:36]=[CH:35][C:34]([C:37]([F:40])([F:39])[F:38])=[CH:33][CH:32]=1)=[O:29]>C(Cl)Cl>[O:8]=[C:9]1[C:14]([C:21]2[CH:22]=[CH:23][CH:24]=[CH:25][CH:26]=2)([C:15]2[CH:20]=[CH:19][CH:18]=[CH:17][CH:16]=2)[CH2:13][CH2:12][CH2:11][N:10]1[CH2:27][C:28]([N:30]([CH:41]1[CH2:42][CH2:43][NH:44][CH2:45][CH2:46]1)[C:31]1[CH:32]=[CH:33][C:34]([C:37]([F:38])([F:39])[F:40])=[CH:35][CH:36]=1)=[O:29]. Procedure details: Trifluoroacetic acid (3.0 mL, 39 mmol) was added to a solution of the product of Example 166C (279 mg, 0.439 mmol) in CH2Cl2 (3 mL), and the reaction mixture was stirred at ambient temperature for 1 hour. The reaction was then cooled to 0° C., diluted with CH2Cl2 (25 mL) and quenched by slow addition of 2 N aqueous NaOH solution (25 mL). The mixture was separated and the aqueous phase was extracted with CH2Cl2. The combined organic layer was washed with brine, dried over Na2SO4, filtered, and co... Starting materials: C(C1=CC=CC=C1)NC1=C(C=CC(=C1)F)NC(=O)C1=CN(C(C(=C1)C)=C)C (1,5-Dimethyl-6-methylene-1,6-dihydro-pyridine-3-carboxylic acid (2-benzylamino-4-fluoro-phenyl)-amide), C(C)(=O)O (acetic acid). Run at temperature 150 celsius, time 1 hour. The product is C(C1=CC=CC=C1)N1C(=NC2=C1C=C(C=C2)F)C=2C=C(C(N(C2)C)=O)C (5-(1-Benzyl-6-fluoro-1H-benzoimidazol-2-yl)-1,3-dimethyl-1H-pyridin-2-one). Reaction SMILES: [CH2:1]([NH:8][C:9]1[CH:14]=[C:13]([F:15])[CH:12]=[CH:11][C:10]=1[NH:16][C:17]([C:19]1[CH:24]=[C:23]([CH3:25])[C:22](=C)[N:21]([CH3:27])[CH:20]=1)=O)[C:2]1[CH:7]=[CH:6][CH:5]=[CH:4][CH:3]=1.C(O)(=[O:30])C>>[CH2:1]([N:8]1[C:9]2[CH:14]=[C:13]([F:15])[CH:12]=[CH:11][C:10]=2[N:16]=[C:17]1[C:19]1[CH:24]=[C:23]([CH3:25])[C:22](=[O:30])[N:21]([CH3:27])[CH:20]=1)[C:2]1[CH:7]=[CH:6][CH:5]=[CH:4][CH:3]=1. Procedure details: 1,5-Dimethyl-6-methylene-1,6-dihydro-pyridine-3-carboxylic acid (2-benzylamino-4-fluoro-phenyl)-amide I-12′ (186.000 mg; 0.509 mmol) is dissolved in acetic acid and stirred at 150° C. for 1 h in the microwave. The reaction mixture is then concentrated under reduced pressure and purified on silica chromatography Combiflash (Column: Redisep Rf, 12 g; gradient: DCM/MeOH=100%/0% to 90%/10%; flow rate=30 ml/min; 28 column volumes; detection wavelength: 254 nm). The product containing fractions are co... Reactants: Cl (hydrochloric acid), Cl[O-].[Na+] (sodium hypochlorite), [OH-].[Na+] (sodium hydroxide), C(#N)C=1C=C(C=CC1CC(C)C)C(C)=O (3′-Cyano-4′-isobutylacetophenone). The solvent is CO (methanol). Conditions: temperature 60 celsius, time 1 hour. The product is C(#N)C=1C=C(C(=O)O)C=CC1CC(C)C (3-cyano-4-isobutylbenzoic acid). As a reaction SMILES: Cl[O-:2].[Na+].[OH-].[Na+].[C:6]([C:8]1[CH:9]=[C:10]([C:18](=[O:20])C)[CH:11]=[CH:12][C:13]=1[CH2:14][CH:15]([CH3:17])[CH3:16])#[N:7].Cl>CO>[C:6]([C:8]1[CH:9]=[C:10]([CH:11]=[CH:12][C:13]=1[CH2:14][CH:15]([CH3:16])[CH3:17])[C:18]([OH:20])=[O:2])#[N:7] |f:0.1,2.3|. Procedure details: Subsequently, 10% aqueous sodium hypochlorite solution (370 ml) containing sodium hydroxide (8 g) and methanol (5 ml) was heated to 60° C. 3′-Cyano-4′-isobutylacetophenone (20 g) was added thereto by portions and the mixture was stirred for 1 h. The reaction mixture was cooled to room temperature and dilute hydrochloric acid was added, which was followed by extraction with chloroform. The organic layer was washed with saturated brine and dried over anhydrous magnesium sulfate, after which the so... Yields the product COC=1C=CC2=C(C(CCO2)N2CCCCC2)C1 (6-Methoxy-4-piperidino-2,3-dihydrobenzopyran), hydrochloride salt. Reaction SMILES: CS(Cl)(=O)=O.[CH3:6][O:7][C:8]1[CH:9]=[CH:10][C:11]2[O:16][CH2:15][CH2:14][CH:13](O)[C:12]=2[CH:18]=1.[NH:19]1[CH2:24][CH2:23][CH2:22][CH2:21][CH2:20]1.C(=O)(O)[O-].[Na+]>C(Cl)Cl.C(N(CC)CC)C>[CH3:6][O:7][C:8]1[CH:9]=[CH:10][C:11]2[O:16][CH2:15][CH2:14][CH:13]([N:19]3[CH2:24][CH2:23][CH2:22][CH2:21][CH2:20]3)[C:12]=2[CH:18]=1 |f:3.4|. The reactants are N1CCCCC1 (Piperidine), CS(=O)(=O)Cl (Methane sulfonyl chloride), COC=1C=CC2=C(C(CCO2)O)C1 (6-Methoxy-4-hydroxy-2,3-dihydrobenzopyran), C([O-])(O)=O.[Na+] (sodium bicarbonate). Procedure: Methane sulfonyl chloride (14.9 ml) is added dropwise to a stirred solution of the product obtained in Step 1. (31.6 g) and triethylamine (29.3 ml) in methylene chloride (750 ml) cooled to 0° C. under nitrogen. The reaction mixture is stirred at RT for 21/2 hours and cooled to 0° C. Piperidine (175 ml) is added to the cooled reaction mixture and the solution stirred at RT overnight. Sat'd aq. sodium bicarbonate is added to the solution and the mixture is stirred for 30 minutes. The organic layer... The solvent is C(Cl)Cl (methylene chloride), C(C)N(CC)CC (triethylamine). Conditions: time 2 hour.